Dataset: the Open Reaction Database (ORD), a public repository of structured organic reaction records. Task: describe an organic reaction: reactants, conditions, products, and yield The reactants are C=C(Oc1ccccc1OC)C(=O)OC, [Li+], C1CCOC1, [OH-], O, O. Product: C=C(Oc1ccccc1OC)C(=O)O. RXN SMILES: [CH3:1][O:2][c:3]1[c:4]([O:9][C:10]([C:11](=[O:12])[O:13][CH3:14])=[CH2:15])[cH:5][cH:6][cH:7][cH:8]1.[Li+:18].[O:19]1[CH2:20][CH2:21][CH2:22][CH2:23]1.[OH-:17].[OH2:16].[OH2:24]>>[CH3:1][O:2][c:3]1[c:4]([O:9][C:10]([C:11](=[O:12])[OH:13])=[CH2:15])[cH:5][cH:6][cH:7][cH:8]1. The reactants are NCCCN1C=NC=C1 (1-(3-amino-propyl)imidazole), C(C)(C)N(CC)C(C)C (diisopropyl-ethylamine), 4-N,N-dimethyl-aminopyridine, ClC1=CC=C(C(=O)Cl)C=C1 (4-chlorobenzoyl-chloride). Run in C(Cl)Cl (methylene chloride), C(Cl)Cl (methylene chloride). Conditions: time 5 hour. Yields the product N1(C=NC=C1)CCCNC(C1=CC=C(C=C1)Cl)=O (N-(3-imidazol-1-yl-propyl)-4-chlorobenzamide). Reaction SMILES: [NH2:1][CH2:2][CH2:3][CH2:4][N:5]1[CH:9]=[CH:8][N:7]=[CH:6]1.C(N(C(C)C)CC)(C)C.[Cl:19][C:20]1[CH:28]=[CH:27][C:23]([C:24](Cl)=[O:25])=[CH:22][CH:21]=1>C(Cl)Cl>[N:5]1([CH2:4][CH2:3][CH2:2][NH:1][C:24](=[O:25])[C:23]2[CH:27]=[CH:28][C:20]([Cl:19])=[CH:21][CH:22]=2)[CH:9]=[CH:8][N:7]=[CH:6]1. Procedure details: To a solution of 1-(3-amino-propyl)imidazole (2.1 g, 16.8 mmol), diisopropyl-ethylamine (3.5 mL, 20.0 mmol) and 4-N,N-dimethyl-aminopyridine (200 mg, 1.7 mmol) in methylene chloride (15 mL) at 0° C. was added dropwise 4-chlorobenzoyl-chloride (2.1 mL, 16.8 mmol). The reaction was then allowed to warm to room temperature. After 5 hours, the reaction was diluted with methylene chloride, washed with 1N sodium hydroxide, brine, dried over anhydrous magnesium sulfate, filtered and concentrated in vac...